Dataset: the Open Reaction Database (ORD), a public repository of structured organic reaction records. Task: describe an organic reaction: reactants, conditions, products, and yield Yields the product CC(C)(C)CC(NC(=O)OC(C)(C)C)C(=O)N(CC(=O)NCc1cc(Cl)ccc1-n1cnnn1)C1CC1. As a reaction SMILES: [C:22]([CH3:23])([CH3:24])([CH3:25])[O:26][C:27](=[O:28])[NH:29][CH:30]([CH2:31][C:32]([CH3:33])([CH3:34])[CH3:35])[C:36](=[O:37])[OH:38].[CH2:39]([Cl:40])[CH2:41][Cl:42].[Cl:1][c:2]1[cH:3][cH:4][c:5](-[n:17]2[n:18][n:19][n:20][cH:21]2)[c:6]([CH2:7][NH:8][C:9]([CH2:10][NH:11][CH:12]2[CH2:13][CH2:14]2)=[O:15])[cH:16]1.[O:53]=[CH:54][N:55]([CH3:56])[CH3:57].[OH:43][n:44]1[c:45]2[n:46][cH:47][cH:48][cH:49][c:50]2[n:51][n:52]1>>[Cl:1][c:2]1[cH:3][cH:4][c:5](-[n:17]2[n:18][n:19][n:20][cH:21]2)[c:6]([CH2:7][NH:8][C:9]([CH2:10][N:11]([CH:12]2[CH2:13][CH2:14]2)[C:36]([CH:30]([NH:29][C:27]([O:26][C:22]([CH3:23])([CH3:24])[CH3:25])=[O:28])[CH2:31][C:32]([CH3:33])([CH3:34])[CH3:35])=[O:37])=[O:15])[cH:16]1. The reactants are CC(C)(C)CC(NC(=O)OC(C)(C)C)C(=O)O, ClCCCl, O=C(CNC1CC1)NCc1cc(Cl)ccc1-n1cnnn1, CN(C)C=O, On1nnc2cccnc21. The reactants are CCOC(=O)CSc1cnc(NC(=O)N(CC2CCCC2)c2ccc(OC)c(F)c2)s1, CCOC(=O)C(N)Sc1cncs1, CS(=O)(=O)c1ccc(N(CC2CCCC2)C(=O)Nc2nc(CC(=O)O)cs2)cc1, COc1ccc(NCC2CCCC2)cc1F. Yields the product COc1ccc(N(CC2CCCC2)C(=O)Nc2ncc(SCC(=O)O)s2)cc1F. Reaction SMILES: [CH2:1]([CH3:2])[O:3][C:4]([CH2:5][S:6][c:7]1[cH:8][n:9][c:10]([NH:12][C:13](=[O:14])[N:15]([c:16]2[cH:17][c:18]([F:24])[c:19]([O:22][CH3:23])[cH:20][cH:21]2)[CH2:25][CH:26]2[CH2:27][CH2:28][CH2:29][CH2:30]2)[s:11]1)=[O:31].[CH2:77]([O:78][C:79](=[O:80])[CH:81]([S:82][c:83]1[s:84][cH:85][n:86][cH:87]1)[NH2:88])[CH3:89].[CH:32]1([CH2:33][N:34]([c:35]2[cH:36][cH:37][c:38]([S:39]([CH3:40])(=[O:41])=[O:42])[cH:43][cH:44]2)[C:45](=[O:46])[NH:47][c:48]2[s:49][cH:50][c:51]([CH2:52][C:53]([OH:54])=[O:55])[n:56]2)[CH2:57][CH2:58][CH2:59][CH2:60]1.[CH:61]1([CH2:62][NH:63][c:64]2[cH:65][cH:66][c:67]([O:68][CH3:69])[c:70]([F:71])[cH:72]2)[CH2:73][CH2:74][CH2:75][CH2:76]1>>[O:3]=[C:4]([CH2:5][S:6][c:7]1[cH:8][n:9][c:10]([NH:12][C:13](=[O:14])[N:15]([c:16]2[cH:17][c:18]([F:24])[c:19]([O:22][CH3:23])[cH:20][cH:21]2)[CH2:25][CH:26]2[CH2:27][CH2:28][CH2:29][CH2:30]2)[s:11]1)[OH:31]. The reactants are ice water, [H-].[Na+] (sodium hydride), BrCCCCCBr (1,5-dibromopentane), BrC1=C(C(=CC(=C1)Br)CC#N)OC (2,4-Dibromo-6-cyanomethylanisole), Cl (Hydrochloric acid). Solvent: CN(C=O)C (dimethylformamide), O (water), CN(C=O)C (dimethylformamide). Reaction conditions: time 30 minute. Product: C(#N)C1(CCCCC1)C1=C(C(=CC(=C1)Br)Br)OC (1-Cyano-1-(2-methoxy-3,5-dibromophenyl)cyclohexane). RXN SMILES: [H-].[Na+].Br[CH2:4][CH2:5][CH2:6][CH2:7][CH2:8]Br.[Br:10][C:11]1[CH:16]=[C:15]([Br:17])[CH:14]=[C:13]([CH2:18][C:19]#[N:20])[C:12]=1[O:21][CH3:22].Cl>CN(C)C=O.O>[C:19]([C:18]1([C:13]2[CH:14]=[C:15]([Br:17])[CH:16]=[C:11]([Br:10])[C:12]=2[O:21][CH3:22])[CH2:8][CH2:7][CH2:6][CH2:5][CH2:4]1)#[N:20] |f:0.1|. Procedure: To a stirred suspension of sodium hydride (7 g) in dry dimethylformamide (200 ml) was added a solution of 1,5-dibromopentane (20 ml) and the product of stage (d) in dimethylformamide (40 ml), keeping the temperature at 20°-30° C. The mixture was stirred for 30 minutes, water was added cautiously, and was then poured into ice water. Hydrochloric acid was added and the mixture was extracted with dichloromethane, washed with water and brine, dried over magnesium sulphate and filtered, and the solve... Reactants: [Sn](Cl)(Cl)(Cl)Cl (tin chloride), [OH-].[Na+] (NaOH), NC1=CC(=C(C=C1)S(=O)(=O)N)F (4-Amino-2-fluoro-benzenesulfonamide), N(=O)[O-].[Na+] (NaNO2). Solvent: Cl (hydrochloric acid), Cl (hydrochloric acid), O (water). Conditions: temperature -20 celsius, time 30 minute. Product: Cl.FC1=C(C=CC(=C1)NN)S(=O)(=O)N (2-Fluoro-4-hydrazino-benzenesulfonamide hydrochloride salt). As a reaction SMILES: [NH2:1][C:2]1[CH:7]=[CH:6][C:5]([S:8]([NH2:11])(=[O:10])=[O:9])=[C:4]([F:12])[CH:3]=1.[N:13]([O-])=O.[Na+].[Sn](Cl)(Cl)(Cl)[Cl:18].[OH-].[Na+]>Cl.O>[ClH:18].[F:12][C:4]1[CH:3]=[C:2]([NH:1][NH2:13])[CH:7]=[CH:6][C:5]=1[S:8]([NH2:11])(=[O:9])=[O:10] |f:1.2,4.5,8.9|. Reported procedure: To a stirred suspension of 4-Amino-2-fluoro-benzenesulfonamide (15.2 g, 80 mmol) in concentrated hydrochloric acid solution (180 ml) was slowly added NaNO2 (5.8 g, 84 mmol) in water (180 ml), while maintaining the internal temperature between −15° C. and −20° C. in a dry ice/acetonitrile bath. After the reaction mixture was stirred at −20° C. for 30 minutes, a solution of tin chloride (SnCl2) hydrate (90.3 g, 400 mmol) in concentrated hydrochloric acid solution (100 ml) was added dropwise, and t...